This data is from the Open Reaction Database (ORD), a public repository of structured organic reaction records. The task is: describe an organic reaction: reactants, conditions, products, and yield The reactants are BrC=1C=C(C(=CC1)N)N (4-bromo-1,2-benzenediamine), N([C@@H](CC(NC(C1=CC=CC=C1)(C1=CC=CC=C1)C1=CC=CC=C1)=O)C(=O)O)C(=O)OC(C)(C)C (Boc-Asn(Trt)-OH), CN1CCOCC1 (4-methylmorpholine), ClC(=O)OCC(C)C (isobutyl chloroformate), C(C)(=O)O (acetic acid). Solvent: O1CCCC1 (tetrahydrofuran). Conditions: temperature 0 celsius, time 1 hour. Yields the product BrC1=CC2=C(NC(=N2)[C@H](CC(NC(C2=CC=CC=C2)(C2=CC=CC=C2)C2=CC=CC=C2)=O)NC(OC(C)(C)C)=O)C=C1 ((S)-tert-Butyl (1-(5-bromo-1H-benzo[d]imidazol-2-yl)-3-oxo-3-(tritylamino)propyl)carbamate). The yield is 99.8%. As a reaction SMILES: [NH:1]([C:29]([O:31][C:32]([CH3:35])([CH3:34])[CH3:33])=[O:30])[C@H:2]([C:26](O)=O)[CH2:3][C:4](=[O:25])[NH:5][C:6]([C:19]1[CH:24]=[CH:23][CH:22]=[CH:21][CH:20]=1)([C:13]1[CH:18]=[CH:17][CH:16]=[CH:15][CH:14]=1)[C:7]1[CH:12]=[CH:11][CH:10]=[CH:9][CH:8]=1.CN1CCOCC1.ClC(OCC(C)C)=O.[Br:51][C:52]1[CH:53]=[C:54]([NH2:59])[C:55]([NH2:58])=[CH:56][CH:57]=1.C(O)(=O)C>O1CCCC1>[Br:51][C:52]1[CH:57]=[CH:56][C:55]2[NH:58][C:26]([C@@H:2]([NH:1][C:29](=[O:30])[O:31][C:32]([CH3:34])([CH3:33])[CH3:35])[CH2:3][C:4](=[O:25])[NH:5][C:6]([C:7]3[CH:12]=[CH:11][CH:10]=[CH:9][CH:8]=3)([C:19]3[CH:24]=[CH:23][CH:22]=[CH:21][CH:20]=3)[C:13]3[CH:14]=[CH:15][CH:16]=[CH:17][CH:18]=3)=[N:59][C:54]=2[CH:53]=1. Reported procedure: To a solution of Boc-Asn(Trt)-OH (1.05 g, 2.21 mmol) in anhydrous tetrahydrofuran (4 mL) cooled in an ice water bath was added 4-methylmorpholine (0.365 mL, 3.32 mmol) and isobutyl chloroformate (0.316 mL, 2.43 mmol). The reaction mixture was stirred for 1 hour at 0° C. and then 4-bromo-1,2-benzenediamine (414 mg, 2.21 mmol) was added. The reaction mixture was allowed to warm to room temperature over 2 hours and then stirred an additional 2 hours. The reaction mixture was concentrated in vacuo a... The reactants are ICC (iodoethane), [H-].[Na+] (NaH), O1C(CCCC1)OCC#CCO (4-(tetrahydro-pyran-2-yloxy)-but-2-yn-1-ol). Run in CN(C)C=O (DMF). Reaction conditions: temperature 0 celsius, time 1 hour. Yields the product COC(=O)C.CCCCCC (MeOAc hexane), C(C)OCC#CCOC1OCCCC1 (2-(4-ethoxy-but-2-ynyloxy)-tetrahydro-pyran). The yield is 1.0%. As a reaction SMILES: [H-].[Na+].[O:3]1[CH2:8][CH2:7][CH2:6][CH2:5][CH:4]1[O:9][CH2:10][C:11]#[C:12][CH2:13][OH:14].I[CH2:16][CH3:17]>CN(C=O)C>[CH3:8][O:3][C:4]([CH3:5])=[O:9].[CH3:4][CH2:5][CH2:6][CH2:7][CH2:16][CH3:17].[CH2:16]([O:14][CH2:13][C:12]#[C:11][CH2:10][O:9][CH:4]1[CH2:5][CH2:6][CH2:7][CH2:8][O:3]1)[CH3:17] |f:0.1,5.6|. Procedure details: An oven dried 500 ml RBF was charged with NaH (60% in mineral oil) (1.41 g, 35.3 mmol) and suspended in DMF (100 mL). The mixture was cooled to 0° C. and 4-(tetrahydro-pyran-2-yloxy)-but-2-yn-1-ol (prepared in accordance with the procedures of Tamaru et al., Bull. Chem. Soc. Jpn., 1995, 1689-1705) (6.0 g, 35.3 mmol) was added. The reaction mixture was allowed to reach room temperature and stirred for one hour. To the mixture was added iodoethane (20.8 g, 133 mmol). The reaction mixture was stirr... Starting materials: CC1CN(C(=O)OC(C)(C)C)CC(C)N1C(c1ccccc1)c1ccccc1, Cl, C1COCCO1. Yields the product CC1CNCC(C)N1C(c1ccccc1)c1ccccc1. As a reaction SMILES: [CH:1]([c:2]1[cH:3][cH:4][cH:5][cH:6][cH:7]1)([c:8]1[cH:9][cH:10][cH:11][cH:12][cH:13]1)[N:14]1[CH:15]([CH3:28])[CH2:16][N:17]([C:21]([O:22][C:23]([CH3:24])([CH3:25])[CH3:26])=[O:27])[CH2:18][CH:19]1[CH3:20].[ClH:35].[O:29]1[CH2:30][CH2:31][O:32][CH2:33][CH2:34]1>>[CH:1]([c:2]1[cH:3][cH:4][cH:5][cH:6][cH:7]1)([c:8]1[cH:9][cH:10][cH:11][cH:12][cH:13]1)[N:14]1[CH:15]([CH3:28])[CH2:16][NH:17][CH2:18][CH:19]1[CH3:20]. Starting materials: Br, COc1ccc(N2CCN(c3ccc(-n4cnn(C(C)C)c4=O)cc3)CC2)cc1, O. Product: CC(C)n1ncn(-c2ccc(N3CCN(c4ccc(O)cc4)CC3)cc2)c1=O. As a reaction SMILES: [BrH:30].[CH3:1][O:2][c:3]1[cH:4][cH:5][c:6]([N:9]2[CH2:10][CH2:11][N:12]([c:15]3[cH:16][cH:17][c:18](-[n:21]4[c:22](=[O:29])[n:23]([CH:26]([CH3:27])[CH3:28])[n:24][cH:25]4)[cH:19][cH:20]3)[CH2:13][CH2:14]2)[cH:7][cH:8]1.[OH2:31]>>[OH:2][c:3]1[cH:4][cH:5][c:6]([N:9]2[CH2:10][CH2:11][N:12]([c:15]3[cH:16][cH:17][c:18](-[n:21]4[c:22](=[O:29])[n:23]([CH:26]([CH3:27])[CH3:28])[n:24][cH:25]4)[cH:19][cH:20]3)[CH2:13][CH2:14]2)[cH:7][cH:8]1. Reactants: C1(CC1)C1=NN(C(=C1)N)C (3-cyclopropyl-1-methyl-1H-pyrazol-5-amine), ClC1=CC(=C(C=O)C=C1)C (4-chloro-2-methylbenzaldehyde), SC(C(=O)O)(C)C (2-mercapto-2-methylpropanoic acid). The solvent is C(C)#N (acetonitrile). Conditions: temperature 80 celsius, time 2 hour. Product: ClC1=CC(=C(C=C1)C1C2=C(NC(C(S1)(C)C)=O)N(N=C2C2CC2)C)C (4-(4-chloro-2-methyl-phenyl)-3-cyclopropyl-1,6,6-trimethyl-4,8-dihydropyrazolo[3,4-e][1,4]thiazepin-7-one). Yield: 15.0%. RXN SMILES: [CH:1]1([C:4]2[CH:8]=[C:7]([NH2:9])[N:6]([CH3:10])[N:5]=2)[CH2:3][CH2:2]1.[Cl:11][C:12]1[CH:19]=[CH:18][C:15]([CH:16]=O)=[C:14]([CH3:20])[CH:13]=1.[SH:21][C:22]([CH3:27])([CH3:26])[C:23](O)=[O:24]>C(#N)C>[Cl:11][C:12]1[CH:19]=[CH:18][C:15]([CH:16]2[S:21][C:22]([CH3:27])([CH3:26])[C:23](=[O:24])[NH:9][C:7]3[N:6]([CH3:10])[N:5]=[C:4]([CH:1]4[CH2:3][CH2:2]4)[C:8]2=3)=[C:14]([CH3:20])[CH:13]=1. Procedure details: A mixture of 3-cyclopropyl-1-methyl-1H-pyrazol-5-amine (3 g, 22 mmol, Fluorochem), 4-chloro-2-methylbenzaldehyde (3.1 g, 22 mmol, Fluorochem), and 2-mercapto-2-methylpropanoic acid (3.5 g, 33 mmol, Chemwish) was heated, in a sealed microwave vessel, for about 60 min, at about 80° C. Subsequently, the reaction mixture was heated, for about 24 h, at about 150° C. After cooling to rt, acetonitrile (20 mL) was added and the reaction mixture was stirred for about 2 h, at about 40° C. After cooling to...